From a dataset of the Open Reaction Database (ORD), a public repository of structured organic reaction records. describe an organic reaction: reactants, conditions, products, and yield Reactants: N1C(=CC2=CC=CC=C12)C1=NNC2=NC=CC=C21 (3-(1H-indol-2-yl)-1H-pyrazolo[3,4-b]pyridine), ( XXVII ), BrC=1C=CC(=NC1)F (5-bromo-2-fluoropyridine), [Li+].CC(C)[N-]C(C)C (LDA), C(=O)N1CCCCC1 (N-formylpiperidine). The product is BrC=1C=NC(=C(C=O)C1)F (5-bromo-2-fluoronicotinaldehyde). As a reaction SMILES: N1C2C(=CC=CC=2)C=C1C1C2C(=NC=CC=2)NN=1.[Br:19][C:20]1[CH:21]=[CH:22][C:23]([F:26])=[N:24][CH:25]=1.[Li+].CC([N-]C(C)C)C.[CH:35](N1CCCCC1)=[O:36]>>[Br:19][C:20]1[CH:25]=[N:24][C:23]([F:26])=[C:22]([CH:21]=1)[CH:35]=[O:36] |f:2.3|. Procedure details: Scheme 3 describes a method for preparation of 3-(1H-indol-2-yl)-1H-pyrazolo[3,4-b]pyridine derivatives (XXVII) by first selective deprotonation at position-3 of 5-bromo-2-fluoropyridine (XVII) with LDA followed by N-formylpiperidine quench to produce 5-bromo-2-fluoronicotinaldehyde (XVIII). Aldehyde XVIII was condensed with pinacol followed by nucleophilic aromatic substitution by hydrazine to give 5-bromo-2-hydrazinyl-3-(4,4,5,5-tetramethyl-1,3-dioxolan-2-yl)pyridine (XIX). XIX was then cycliz... Starting materials: N([C@@H](CC1=CC=C(C=C1)O)C(=O)O)C(=O)OCC1=CC=CC=C1 (Z-Tyr), N([C@H](CCC(N)=O)C(=O)NCC(=O)N([C@@H](CC1=CC=CC=C1)C(=O)NNC(=S)N)C)C(=O)OC(C)(C)C (BOC-(D)-Gln-Gly-MePhe-NHNHCSNH2), FC(C(=O)O)(F)F (trifluoroacetic acid), TEA. Solvent: CN(C)C=O (DMF). Run at time 15 hour. Product: N([C@@H](CC1=CC=C(C=C1)O)C(=O)N[C@H](CCC(N)=O)C(=O)NCC(=O)N([C@@H](CC1=CC=CC=C1)C(=O)NNC(=S)N)C)C(=O)OCC1=CC=CC=C1 (Z-Tyr-(D)-Gln-Gly-MePhe-NHNHCSNH2). As a reaction SMILES: [NH:1](C(OC(C)(C)C)=O)[C@@H:2]([C:8]([NH:10][CH2:11][C:12]([N:14]([CH3:30])[C@H:15]([C:23]([NH:25][NH:26][C:27]([NH2:29])=[S:28])=[O:24])[CH2:16][C:17]1[CH:22]=[CH:21][CH:20]=[CH:19][CH:18]=1)=[O:13])=[O:9])[CH2:3][CH2:4][C:5](=[O:7])[NH2:6].FC(F)(F)C(O)=O.[NH:45]([C:58]([O:60][CH2:61][C:62]1[CH:67]=[CH:66][CH:65]=[CH:64][CH:63]=1)=[O:59])[C@H:46]([C:55](O)=[O:56])[CH2:47][C:48]1[CH:53]=[CH:52][C:51]([OH:54])=[CH:50][CH:49]=1>CN(C=O)C>[NH:45]([C:58]([O:60][CH2:61][C:62]1[CH:67]=[CH:66][CH:65]=[CH:64][CH:63]=1)=[O:59])[C@H:46]([C:55]([NH:1][C@@H:2]([C:8]([NH:10][CH2:11][C:12]([N:14]([CH3:30])[C@H:15]([C:23]([NH:25][NH:26][C:27]([NH2:29])=[S:28])=[O:24])[CH2:16][C:17]1[CH:18]=[CH:19][CH:20]=[CH:21][CH:22]=1)=[O:13])=[O:9])[CH2:3][CH2:4][C:5](=[O:7])[NH2:6])=[O:56])[CH2:47][C:48]1[CH:49]=[CH:50][C:51]([OH:54])=[CH:52][CH:53]=1. Procedure details: 0.60 g of BOC-(D)-Gln-Gly-MePhe-NHNHCSNH2 is treated with trifluoroacetic acid and dissolved in 10 ml of DMF. The solution is neutralized with 0.19 ml of TEA, and 0.54 g of Z-Tyr ONB is added. The mixture is stirred for 15 hours. The DMF is distilled off and the residue is treated with ethyl acetate and filtered to obtain a powder, which is further reprecipitated from methanol-ether. Yield 0.54 g; m.p. 128°-133° C.; [α]D24 -72.4° (c=1.1, DMF); Rf1 0.13.